From a dataset of the Open Reaction Database (ORD), a public repository of structured organic reaction records. describe an organic reaction: reactants, conditions, products, and yield The reactants are C([O-])([O-])=O.[Cs+].[Cs+] (Cesium carbonate), CS(=O)(=O)OCC(C)([N+](=O)[O-])C (2-methyl-2-nitropropyl methanesulfonate), OC1=C(C=C(C=C1)NC(C)=O)C=1N(N=CC1)C (N-(4-hydroxy-3-(2-methyl-2H-pyrazol-3-yl)phenyl)acetamide). The solvent is CC(=O)N(C)C (dimethylacetamide). Run at temperature 160 celsius, time 2 hour. The product is CN1N=CC=C1C=1C=C(C=CC1OCC(C)([N+](=O)[O-])C)NC(C)=O (N-(3-(2-methyl-2H-pyrazol-3-yl)-4-(2-methyl-2-nitropropoxy)phenyl)acetamide). Yield: 82.8%. RXN SMILES: C(=O)([O-])[O-].[Cs+].[Cs+].CS([O:11][CH2:12][C:13]([CH3:18])([N+:15]([O-:17])=[O:16])[CH3:14])(=O)=O.O[C:20]1[CH:25]=[CH:24][C:23]([NH:26][C:27](=[O:29])[CH3:28])=[CH:22][C:21]=1[C:30]1[N:31]([CH3:35])[N:32]=[CH:33][CH:34]=1>CC(N(C)C)=O>[CH3:35][N:31]1[C:30]([C:21]2[CH:22]=[C:23]([NH:26][C:27](=[O:29])[CH3:28])[CH:24]=[CH:25][C:20]=2[O:11][CH2:12][C:13]([CH3:18])([N+:15]([O-:17])=[O:16])[CH3:14])=[CH:34][CH:33]=[N:32]1 |f:0.1.2|. Reported procedure: Cesium carbonate (7.04 g, 21.6 mmol) was added to a solution of 2-methyl-2-nitropropyl methanesulfonate (2.39 g, 12.1 mmol) and N-(4-hydroxy-3-(2-methyl-2H-pyrazol-3-yl)phenyl)acetamide (2.00 g, 8.65 mmol) in dimethylacetamide (15 mL) and the mixture was stirred at 160° C. After 2 h, the solvent was evaporated, and the residue was triturated with water. The precipitate was isolated by filtration, washed with water and dried in vacuo to afford the product (2.38 g, 83%) as a tan solid. LCMS m/z (%... Reactants: OC(CO)C1=NN(C2=NC(=NC(=C21)N2CC1CCC(C2)O1)C1=CC=C(C=C1)NC(=O)NC)CC (1-{4-[3-(1,2-dihydroxyethyl)-1-ethyl-4-(8-oxa-3-azabicyclo[3.2.1]oct-3-yl)-1H-pyrazolo[3,4-d]pyrimidin-6-yl]phenyl}-3-methylurea), sodium NaIO4. The solvent is C(Cl)Cl.C1CCOC1 (DCM THF). Reaction conditions: time 1 hour. The product is C(C)N1N=C(C=2C1=NC(=NC2N2CC1CCC(C2)O1)C1=CC=C(C=C1)NC(=O)NC)C=O (1-{4-[1-ethyl-3-formyl-4-(8-oxa-3-azabicyclo[3.2.1]oct-3-yl)-1H-pyrazolo[3,4-d]pyrimidin-6-yl]phenyl}-3-methylurea). As a reaction SMILES: [OH:1][CH:2]([C:5]1[C:13]2[C:8](=[N:9][C:10]([C:22]3[CH:27]=[CH:26][C:25]([NH:28][C:29]([NH:31][CH3:32])=[O:30])=[CH:24][CH:23]=3)=[N:11][C:12]=2[N:14]2[CH2:20][CH:19]3[O:21][CH:16]([CH2:17][CH2:18]3)[CH2:15]2)[N:7]([CH2:33][CH3:34])[N:6]=1)CO>C(Cl)Cl.C1COCC1>[CH2:33]([N:7]1[C:8]2=[N:9][C:10]([C:22]3[CH:27]=[CH:26][C:25]([NH:28][C:29]([NH:31][CH3:32])=[O:30])=[CH:24][CH:23]=3)=[N:11][C:12]([N:14]3[CH2:15][CH:16]4[O:21][CH:19]([CH2:18][CH2:17]4)[CH2:20]3)=[C:13]2[C:5]([CH:2]=[O:1])=[N:6]1)[CH3:34] |f:1.2|. Procedure details: To a solution of 1-{4-[3-(1,2-dihydroxyethyl)-1-ethyl-4-(8-oxa-3-azabicyclo[3.2.1]oct-3-yl)-1H-pyrazolo[3,4-d]pyrimidin-6-yl]phenyl}-3-methylurea (158 mg) (0.34 mmol) in DCM:THF (2:1) (6.0 mL) was added excess sodium NaIO4 on silica gel and the mixture was stirred for 1 hr. at room temperature. The insoluble material was filtered off and the organics were dried (Na2SO4) and filtered off through Magnesol and then concentrated in vacuo. to give a white solid that was collected with diethyl ether t...